This data is from the Open Reaction Database (ORD), a public repository of structured organic reaction records. The task is: describe an organic reaction: reactants, conditions, products, and yield The reactants are Oc1ccccc1Br, CC#CC(=O)OCC, C1CCC2=NCCCN2CC1, C1CCOC1. The product is CCOC(=O)C=C(C)Oc1ccccc1Br. Reaction SMILES: [Br:1][c:2]1[c:3]([OH:8])[cH:4][cH:5][cH:6][cH:7]1.[CH2:9]([CH3:10])[O:11][C:12]([C:13]#[C:14][CH3:15])=[O:16].[N:17]12[CH2:18][CH2:19][CH2:20][N:21]=[C:22]1[CH2:23][CH2:24][CH2:25][CH2:26][CH2:27]2.[O:28]1[CH2:29][CH2:30][CH2:31][CH2:32]1>>[Br:1][c:2]1[c:3]([O:8][C:14](=[CH:13][C:12]([O:11][CH2:9][CH3:10])=[O:16])[CH3:15])[cH:4][cH:5][cH:6][cH:7]1.